Dataset: the Open Reaction Database (ORD), a public repository of structured organic reaction records. Task: describe an organic reaction: reactants, conditions, products, and yield The reactants are CC(C)CC(C(=O)OC(C)(C)C)N1C(=O)N(Cc2ccccc2)C(C)(c2ccc(Br)cc2)C1=O, C, CCO, [Pd]. The product is CC(C)CC(C(=O)OC(C)(C)C)N1C(=O)N(Cc2ccccc2)C(C)(c2ccccc2)C1=O. As a reaction SMILES: [Br:1][c:2]1[cH:3][cH:4][c:5]([C:8]2([CH3:34])[N:9]([CH2:27][c:28]3[cH:29][cH:30][cH:31][cH:32][cH:33]3)[C:10](=[O:26])[N:11]([CH:14]([C:15](=[O:16])[O:17][C:18]([CH3:19])([CH3:20])[CH3:21])[CH2:22][CH:23]([CH3:24])[CH3:25])[C:12]2=[O:13])[cH:6][cH:7]1.[C:38].[CH3:35][CH2:36][OH:37].[Pd:39]>>[cH:2]1[cH:3][cH:4][c:5]([C:8]2([CH3:34])[N:9]([CH2:27][c:28]3[cH:29][cH:30][cH:31][cH:32][cH:33]3)[C:10](=[O:26])[N:11]([CH:14]([C:15](=[O:16])[O:17][C:18]([CH3:19])([CH3:20])[CH3:21])[CH2:22][CH:23]([CH3:24])[CH3:25])[C:12]2=[O:13])[cH:6][cH:7]1. Starting materials: Cl.COC=1C=C(C=CC1OC)C=1C(C(N(N1)C1CCNCC1)=O)(C)C (5-(3,4-dimethoxyphenyl)-4,4-dimethyl-2-(piperidin-4-yl)-2,4-dihydro-3H-pyrazol-3-one hydrochloride), Cl.COC=1C=C(C=CC1OC)C=1C(C(N(N1)C1CCNCC1)=O)(C)C (5-(3,4-dimethoxyphenyl)-4,4-dimethyl-2-(piperidin-4-yl)-2,4-dihydro-3H-pyrazol-3-one hydrochloride), N1C=CC2=CC=C(C=C12)C(=O)O (1H-indole-6-carboxylic acid). Product: COC=1C=C(C=CC1OC)C=1C(C(N(N1)C1CCN(CC1)C(=O)C1=CC=C2C=CNC2=C1)=O)(C)C (5-(3,4-Dimethoxyphenyl)-2-[1-(1H-indol-6-ylcarbonyl)piperidin-4-yl]-4,4-dimethyl-2,4-dihydro-3H-pyrazol-3-one). Reaction SMILES: Cl.[CH3:2][O:3][C:4]1[CH:5]=[C:6]([C:12]2[C:13]([CH3:25])([CH3:24])[C:14](=[O:23])[N:15]([CH:17]3[CH2:22][CH2:21][NH:20][CH2:19][CH2:18]3)[N:16]=2)[CH:7]=[CH:8][C:9]=1[O:10][CH3:11].[NH:26]1[C:34]2[C:29](=[CH:30][CH:31]=[C:32]([C:35](O)=[O:36])[CH:33]=2)[CH:28]=[CH:27]1>>[CH3:2][O:3][C:4]1[CH:5]=[C:6]([C:12]2[C:13]([CH3:25])([CH3:24])[C:14](=[O:23])[N:15]([CH:17]3[CH2:22][CH2:21][N:20]([C:35]([C:32]4[CH:33]=[C:34]5[C:29]([CH:28]=[CH:27][NH:26]5)=[CH:30][CH:31]=4)=[O:36])[CH2:19][CH2:18]3)[N:16]=2)[CH:7]=[CH:8][C:9]=1[O:10][CH3:11] |f:0.1|. Procedure: The title compound is prepared analogously as described for GP2-WU2 using 5-(3,4-dimethoxyphenyl)-4,4-dimethyl-2-(piperidin-4-yl)-2,4-dihydro-3H-pyrazol-3-one (compound B1) and 1H-indole-6-carboxylic acid as starting compounds. The crude product is purified by chromatography (amino phase silica gel and DCM) and by crystallization from DCM and diethyl ether to yield the title compound. The reactants are C(C)OC1=CC=C(C=N1)C1=CC=C2C(=N1)NC=C2C#N (6-(6-ethoxypyridin-3-yl)-1H-pyrrolo[2,3-b]pyridine-3-carbonitrile), C(C)(C)(C)C=1C=C2C=NN(C(C2=C(C1)F)=O)C1=CC=CC=2B(OCC21)O (6-tert-butyl-8-fluoro-2-(1-hydroxy-1,3-dihydrobenzo[c][1,2]oxaborol-4-yl)phthalazin-1(2H)-one), [NH4+].[Cl-] (NH4Cl), N1=CC=CC=C1 (Pyridine). The reagents and catalysts are C(C)(=O)[O-].[Cu+2].C(C)(=O)[O-] (copper acetate). Solvent: ClCCCl (1,2-Dichloroethane). Conditions: temperature 45 celsius, time 2 day. Yields the product C(C)(C)(C)C=1C=C2C=NN(C(C2=C(C1)F)=O)C=1C(=C(C=CC1)N1C=C(C=2C1=NC(=CC2)C=2C=NC(=CC2)OCC)C#N)CO (1-(3-(6-tert-butyl-8-fluoro-1-oxophthalazin-2(1H)-yl)-2-(hydroxymethyl)phenyl)-6-(6-ethoxypyridin-3-yl)-1H-pyrrolo[2,3-b]pyridine-3-carbonitrile). Yield: 14.7%. As a reaction SMILES: [CH2:1]([O:3][C:4]1[N:9]=[CH:8][C:7]([C:10]2[N:15]=[C:14]3[NH:16][CH:17]=[C:18]([C:19]#[N:20])[C:13]3=[CH:12][CH:11]=2)=[CH:6][CH:5]=1)[CH3:2].[C:21]([C:25]1[CH:26]=[C:27]2[C:32](=[C:33]([F:35])[CH:34]=1)[C:31](=[O:36])[N:30]([C:37]1[C:45]3[CH2:44][O:43]B(O)[C:41]=3[CH:40]=[CH:39][CH:38]=1)[N:29]=[CH:28]2)([CH3:24])([CH3:23])[CH3:22].N1C=CC=CC=1.[NH4+].[Cl-]>C([O-])(=O)C.[Cu+2].C([O-])(=O)C.ClCCCl>[C:21]([C:25]1[CH:26]=[C:27]2[C:32](=[C:33]([F:35])[CH:34]=1)[C:31](=[O:36])[N:30]([C:37]1[C:45]([CH2:44][OH:43])=[C:41]([N:16]3[C:14]4=[N:15][C:10]([C:7]5[CH:8]=[N:9][C:4]([O:3][CH2:1][CH3:2])=[CH:5][CH:6]=5)=[CH:11][CH:12]=[C:13]4[C:18]([C:19]#[N:20])=[CH:17]3)[CH:40]=[CH:39][CH:38]=1)[N:29]=[CH:28]2)([CH3:24])([CH3:22])[CH3:23] |f:3.4,5.6.7|. Reported procedure: In a 25 mL round-bottomed flask, 6-(6-ethoxypyridin-3-yl)-1H-pyrrolo[2,3-b]pyridine-3-carbonitrile (110 mg, 416 μmol, Eq: 1.00), 6-tert-butyl-8-fluoro-2-(1-hydroxy-1,3-dihydrobenzo[c][1,2]oxaborol-4-yl)phthalazin-1(2H)-one (161 mg, 458 μmol, Eq: 1.10) and copper acetate (102 mg) were combined with 1,2-Dichloroethane (3 ml) to give a blue suspension. Pyridine (65.8 mg, 67.3 μl, 832 μmol, Eq: 2) was added. The reaction mixture was heated to 45° C. and stirred for 2 d. The reaction mixture was pour... Starting materials: C(=O)C1=C(NC(=C1C)C)C(=O)OC (methyl 3-formyl-4,5-dimethylpyrrole-2-carboxylate), BrCC(F)F (2-bromo-1,1-difluoroethane). The product is FC(CN1C(=C(C(=C1C)C)C=O)C(=O)OC)F (Methyl 1-(2,2-difluoroethyl)-3-formyl-4,5-dimethylpyrrole-2-carboxylate). Reaction SMILES: [CH:1]([C:3]1[C:7]([CH3:8])=[C:6]([CH3:9])[NH:5][C:4]=1[C:10]([O:12][CH3:13])=[O:11])=[O:2].Br[CH2:15][CH:16]([F:18])[F:17]>>[F:17][CH:16]([F:18])[CH2:15][N:5]1[C:6]([CH3:9])=[C:7]([CH3:8])[C:3]([CH:1]=[O:2])=[C:4]1[C:10]([O:12][CH3:13])=[O:11]. Procedure details: The title compound was prepared as flesh-colored crystals in 90.4% yeild in a similar procedure to that described in Referential Example 9 by using methyl 3-formyl-4,5-dimethylpyrrole-2-carboxylate and 2-bromo-1,1-difluoroethane. Reactants: Cl.N[C@@H](CC(=O)N1CC=2N(CC1)C(=NC2C(=O)O)C(F)(F)F)CC2=C(C=C(C(=C2)F)F)F ((R)-7-[3-amino-4-(2,4,5-trifluoro-phenyl)-butanoyl]-3-trifluoromethyl-5,6,7,8-tetrahydro-imidazo[1,5-a]pyrazine-1-carboxylic acid hydrochloride), [OH-].[Na+] (sodium hydroxide). The solvent is CO (methanol). Run at time 15 minute. Yields the product N[C@@H](CC(=O)N1CC=2N(CC1)C(=NC2C(=O)O)C(F)(F)F)CC2=C(C=C(C(=C2)F)F)F ((R)-7-[3-amino-4-(2,4,5-trifluorophenyl)butanoyl]-3-trifluoromethyl-5,6,7,8-tetrahydro-imidazo[1,5-a]pyrazine-1-carboxylic acid). Yield: 99.7%. Reaction SMILES: Cl.[NH2:2][C@H:3]([CH2:23][C:24]1[CH:29]=[C:28]([F:30])[C:27]([F:31])=[CH:26][C:25]=1[F:32])[CH2:4][C:5]([N:7]1[CH2:12][CH2:11][N:10]2[C:13]([C:19]([F:22])([F:21])[F:20])=[N:14][C:15]([C:16]([OH:18])=[O:17])=[C:9]2[CH2:8]1)=[O:6].[OH-].[Na+]>CO>[NH2:2][C@H:3]([CH2:23][C:24]1[CH:29]=[C:28]([F:30])[C:27]([F:31])=[CH:26][C:25]=1[F:32])[CH2:4][C:5]([N:7]1[CH2:12][CH2:11][N:10]2[C:13]([C:19]([F:22])([F:20])[F:21])=[N:14][C:15]([C:16]([OH:18])=[O:17])=[C:9]2[CH2:8]1)=[O:6] |f:0.1,2.3|. Procedure details: (R)-7-[3-Amino-4-(2,4,5-trifluoro-phenyl)-butanoyl]-3-trifluoromethyl-5,6,7,8-tetrahydroimidazo[1,5-a]pyrazine-1-carboxylic acid hydrochloride 1 (1.02 g, 2.1 mmol) was dissolved in 30 mL of methanol followed by addition of aqueous sodium hydroxide (2.1 mL, 2.1 mmol). The reaction was stirred for 15 minutes. The reaction mixture was concentrated under reduced pressure and the resulting solid was dissolved in 15 mL of the solvent mixture of dichloromethane/methanol (v:v=1:3). The mixture was filte... Starting materials: C#Cc1ccc2nc(Cl)c(S(=O)(=O)N=CN(CC(C)C)CC(C)C)n2n1, N, C1COCCO1, O. The product is C#Cc1ccc2nc(Cl)c(S(N)(=O)=O)n2n1. As a reaction SMILES: [Cl:1][c:2]1[n:3][c:4]2[n:5]([n:6][c:7]([C:10]#[CH:11])[cH:8][cH:9]2)[c:12]1[S:13](=[O:14])(=[O:15])[N:16]=[CH:17][N:18]([CH2:19][CH:20]([CH3:21])[CH3:22])[CH2:23][CH:24]([CH3:25])[CH3:26].[NH3:28].[O:29]1[CH2:30][CH2:31][O:32][CH2:33][CH2:34]1.[OH2:27]>>[Cl:1][c:2]1[n:3][c:4]2[n:5]([n:6][c:7]([C:10]#[CH:11])[cH:8][cH:9]2)[c:12]1[S:13](=[O:14])(=[O:15])[NH2:16]. Starting materials: S(=O)(=O)([O-])S(=O)[O-].[Na+].[Na+] (sodium metabisulphite), aqueous solution, [Mn](=O)(=O)(=O)[O-].[K+] (potassium permanganate), [N+](=O)([O-])CS(=O)C1=CC=CC2=C1OC1=C2C=CC=C1 (4-(nitromethylsulphinyl)dibenzofuran). Run in C(C)(=O)O (acetic acid), O (water). Reaction conditions: time 1 hour. Product: [N+](=O)([O-])CS(=O)(=O)C1=CC=CC2=C1OC1=C2C=CC=C1 (4-(nitromethylsulphonyl)dibenzofuran). As a reaction SMILES: [Mn]([O-])(=O)(=O)=O.[K+].[N+:7]([CH2:10][S:11]([C:13]1[C:18]2[O:19][C:20]3[CH:25]=[CH:24][CH:23]=[CH:22][C:21]=3[C:17]=2[CH:16]=[CH:15][CH:14]=1)=[O:12])([O-:9])=[O:8].S(S([O-])=O)([O-])(=O)=[O:27].[Na+].[Na+]>C(O)(=O)C.O>[N+:7]([CH2:10][S:11]([C:13]1[C:18]2[O:19][C:20]3[CH:25]=[CH:24][CH:23]=[CH:22][C:21]=3[C:17]=2[CH:16]=[CH:15][CH:14]=1)(=[O:27])=[O:12])([O-:9])=[O:8] |f:0.1,3.4.5|. Reported procedure: A 3% aqueous solution of potassium permanganate (83 ml, 16.2 mmol) was added to a stirred solution of 4-(nitromethylsulphinyl)dibenzofuran (3.72 g, 13.5 mmol) at 50° C. in acetic acid (100 ml). The reaction mixture was stirred for 1 hour at ambient temperature and then treated with a saturated aqueous solution of sodium metabisulphite until colourless. The reaction mixture was then diluted with water (200 ml). The solid material was removed by filtration, air dried and recrystallised from toluen...